Task: describe an organic reaction: reactants, conditions, products, and yield. Dataset: the Open Reaction Database (ORD), a public repository of structured organic reaction records As a reaction SMILES: [C:1]([OH:2])(=[O:3])[c:4]1[o:5][c:6]2[c:7]([cH:8]1)[c:9](-[c:15]1[c:16](=[O:26])[n:17]([CH3:25])[c:18]([C:21]([F:22])([F:23])[F:24])[cH:19][cH:20]1)[c:10]([F:14])[cH:11][c:12]2[Cl:13].[Cu:37].[cH:27]1[cH:28][c:29]2[c:30]([n:31][cH:32][cH:33][cH:34]2)[cH:35][cH:36]1>>[cH:4]1[o:5][c:6]2[c:7]([cH:8]1)[c:9](-[c:15]1[c:16](=[O:26])[n:17]([CH3:25])[c:18]([C:21]([F:22])([F:23])[F:24])[cH:19][cH:20]1)[c:10]([F:14])[cH:11][c:12]2[Cl:13]. The reactants are Cn1c(C(F)(F)F)ccc(-c2c(F)cc(Cl)c3oc(C(=O)O)cc23)c1=O, [Cu], c1ccc2ncccc2c1. Product: Cn1c(C(F)(F)F)ccc(-c2c(F)cc(Cl)c3occc23)c1=O.